From a dataset of the Open Reaction Database (ORD), a public repository of structured organic reaction records. describe an organic reaction: reactants, conditions, products, and yield Starting materials: BrC(C(=O)OC)CC1=CC(=C(C=C1)F)C(=O)OC (methyl 2-bromo-3-(3-methoxycarbonyl-4-fluorophenyl)propionate), NC(=S)N (thiourea), C(C)O (ethanol), ice water, Cl (hydrochloric acid). The product is O=C1SC(C(N1)=O)CC=1C=CC(=C(C(=O)O)C1)F (5-(2,4-Dioxothiazolidin-5-yl)methyl-2-fluorobenzoic acid). Yield: 39.0%. Reaction SMILES: Br[CH:2]([CH2:7][C:8]1[CH:13]=[CH:12][C:11]([F:14])=[C:10]([C:15]([O:17]C)=[O:16])[CH:9]=1)[C:3]([O:5]C)=O.[NH2:19][C:20](N)=[S:21].Cl.C([OH:26])C>>[O:26]=[C:20]1[NH:19][C:3](=[O:5])[CH:2]([CH2:7][C:8]2[CH:13]=[CH:12][C:11]([F:14])=[C:10]([CH:9]=2)[C:15]([OH:17])=[O:16])[S:21]1. Procedure details: To a solution of methyl 2-bromo-3-(3-methoxycarbonyl-4-fluorophenyl)propionate (1.22 g) in ethanol (40 ml), thiourea (356 mg) was added and the mixture was refluxed for 11 hours under heat. After cooling, this was concentrated under reduced pressure and water (50 ml) was added to the residue. After pH was adjusted to around 8 with saturated aqueous solution of sodium bicarbonate under stirring, ether (20 ml) and n-hexane (40 ml) were added, which was stirred for 10 minutes as it was. The crystal... Starting materials: purified product, N=1N(N=C2C1C=CC=C2)C2=C(C=CC(=C2)CCCO)O (2-(2H-benzotriazole-2-yl)-4-(3-hydroxypropyl)phenol), C=O (paraformaldehyde), C(C)NCC (diethylamine). The solvent is C(CCC)O (n-butanol). Run at temperature 105 celsius. Yields the product N=1N(N=C2C1C=CC=C2)C2=C(C(=CC(=C2)CCCO)CN(CC)CC)O (2-(2H-benzotriazole-2-yl)-4-(3-hydroxypropyl)-6-(N,N-diethylaminomethyl)phenol). Yield: 97.0%. RXN SMILES: [N:1]1[N:2]([C:10]2[CH:15]=[C:14]([CH2:16][CH2:17][CH2:18][OH:19])[CH:13]=[CH:12][C:11]=2[OH:20])[N:3]=[C:4]2[CH:9]=[CH:8][CH:7]=[CH:6][C:5]=12.[CH2:21]=O.[CH2:23]([NH:25][CH2:26][CH3:27])[CH3:24]>C(O)CCC>[N:1]1[N:2]([C:10]2[CH:15]=[C:14]([CH2:16][CH2:17][CH2:18][OH:19])[CH:13]=[C:12]([CH2:21][N:25]([CH2:26][CH3:27])[CH2:23][CH3:24])[C:11]=2[OH:20])[N:3]=[C:4]2[CH:9]=[CH:8][CH:7]=[CH:6][C:5]=12. Reported procedure: In 25 ml of n-butanol were dissolved 26.9 g (0.1 mols) of the purified product of 2-(2H-benzotriazole-2-yl)-4-(3-hydroxypropyl)phenol synthesized in Example 8, 5.2 g of 80% paraformaldehyde and 11.0 g (0.15 mols) of diethylamine. The solution was refluxed with heating at 105° C. for 24 hours. After completion of the reaction, the solvent and remaining raw materials were collected under reduced pressure, giving 35.9 g of objective 2-(2H-benzotriazole-2-yl)-4-(3-hydroxypropyl)-6-(N,N-diethylaminom... Reactants: C(=O)(O)COC1=C(OC=2C=CC3=C(COB3O)C2)C=CC(=C1)C#N (5-[2-(Carboxymethoxy)-4-cyanophenoxy]-1,3-dihydro-1-hydroxy-2,1-benzoxaborole), CCN=C=NCCCN(C)C (EDCI), C=1C=CC2=C(C1)N=NN2O (HOBT), C(C)NCC (diethylamine). Reagents/catalysts: CN(C1=CC=NC=C1)C (4-dimethylaminopyridine). Solvent: CN(C)C=O (DMF), O (Water). Conditions: time 8 hour. Yields the product C(#N)C=1C=CC(=C(OCC(=O)N(CC)CC)C1)OC1=CC2=C(B(OC2)O)C=C1 (2-(5-cyano-2-(1-hydroxy-1,3-dihydrobenzo[c][1,2]oxaborol-5-yloxy)phenoxy)-N,N-diethylacetamide). Isolated yield 56.5%. As a reaction SMILES: [C:1]([CH2:4][O:5][C:6]1[CH:22]=[C:21]([C:23]#[N:24])[CH:20]=[CH:19][C:7]=1[O:8][C:9]1[CH:10]=[CH:11][C:12]2[B:16]([OH:17])[O:15][CH2:14][C:13]=2[CH:18]=1)(O)=[O:2].CCN=C=NCCCN(C)C.C1C=CC2N(O)N=NC=2C=1.[CH2:46]([NH:48][CH2:49][CH3:50])[CH3:47]>CN(C)C1C=CN=CC=1.CN(C=O)C.O>[C:23]([C:21]1[CH:20]=[CH:19][C:7]([O:8][C:9]2[CH:10]=[CH:11][C:12]3[B:16]([OH:17])[O:15][CH2:14][C:13]=3[CH:18]=2)=[C:6]([CH:22]=1)[O:5][CH2:4][C:1]([N:48]([CH2:49][CH3:50])[CH2:46][CH3:47])=[O:2])#[N:24]. Procedure details: A mixture of 5-[2-(Carboxymethoxy)-4-cyanophenoxy]-1,3-dihydro-1-hydroxy-2,1-benzoxaborole (D17) (1.00 g, 3.08 mmol), EDCI (1.77 g, 9.24 mmol), HOBT (1.25 g, 9.24 mmol), diethylamine (0.96 mL, 9.24 mmol), and 4-dimethylaminopyridine (75 mg, 0.62 mmol) in DMF (20 mL) was stirred at room temperature overnight. Water was added, and the mixture was extracted with ethyl acetate. The organic layer was washed with brine, dried over anhydrous sodium sulfate. The solvent was removed under reduced pressur... Starting materials: ClCCl, CC(C)(C)OC(=O)Nc1ccccc1NC(=O)c1ccc(C(F)(C(=O)Nc2ccccc2)C(=O)Nc2ccccc2)cc1, O=C(O)C(F)(F)F. The product is Nc1ccccc1NC(=O)c1ccc(C(F)(C(=O)Nc2ccccc2)C(=O)Nc2ccccc2)cc1. Reaction SMILES: [Cl:51][CH2:52][Cl:53].[NH:1]([c:2]1[cH:3][cH:4][cH:5][cH:6][cH:7]1)[C:8]([C:9]([F:10])([C:11](=[O:12])[NH:13][c:14]1[cH:15][cH:16][cH:17][cH:18][cH:19]1)[c:20]1[cH:21][cH:22][c:23]([C:24](=[O:25])[NH:26][c:27]2[c:28]([NH:33][C:34](=[O:35])[O:36][C:37]([CH3:38])([CH3:39])[CH3:40])[cH:29][cH:30][cH:31][cH:32]2)[cH:41][cH:42]1)=[O:43].[OH:44][C:45]([C:46]([F:47])([F:48])[F:49])=[O:50]>>[NH:1]([c:2]1[cH:3][cH:4][cH:5][cH:6][cH:7]1)[C:8]([C:9]([F:10])([C:11](=[O:12])[NH:13][c:14]1[cH:15][cH:16][cH:17][cH:18][cH:19]1)[c:20]1[cH:21][cH:22][c:23]([C:24](=[O:25])[NH:26][c:27]2[c:28]([NH2:33])[cH:29][cH:30][cH:31][cH:32]2)[cH:41][cH:42]1)=[O:43]. Reaction conditions: time 30 minute. Product: C(#N)CN(C(OC(C)(C)C)=O)C1=CC=NN1C1=CC=CC=C1 (tert-butyl (cyanomethyl)(1-phenyl-1H-pyrazol-5-yl)carbamate). Procedure details: To a mixture of tert-butyl (1-phenyl-1H-pyrazol-5-yl)carbamate (3.80 g), 60% NaH (0.422 g) and THF (60.0 mL) was added bromoacetonitrile (1.93 g) at room temperature, and the mixture was stirred for 30 min. To the reaction mixture was added water, and the mixture was extracted with dichloromethane. The extract was washed with saturated brine, dried over anhydrous sodium sulfate, and the solvent was evaporated under reduced pressure to give the title compound (4.38 g). Solvent: O (water). Yield: 100.2%. Reaction SMILES: [C:1]1([N:7]2[C:11]([NH:12][C:13](=[O:19])[O:14][C:15]([CH3:18])([CH3:17])[CH3:16])=[CH:10][CH:9]=[N:8]2)[CH:6]=[CH:5][CH:4]=[CH:3][CH:2]=1.[H-].[Na+].C1COCC1.Br[CH2:28][C:29]#[N:30]>O>[C:29]([CH2:28][N:12]([C:11]1[N:7]([C:1]2[CH:2]=[CH:3][CH:4]=[CH:5][CH:6]=2)[N:8]=[CH:9][CH:10]=1)[C:13](=[O:19])[O:14][C:15]([CH3:16])([CH3:18])[CH3:17])#[N:30] |f:1.2|. Starting materials: C1(=CC=CC=C1)N1N=CC=C1NC(OC(C)(C)C)=O (tert-butyl (1-phenyl-1H-pyrazol-5-yl)carbamate), [H-].[Na+] (NaH), C1CCOC1 (THF), BrCC#N (bromoacetonitrile). Starting materials: 6.0, Cl.N=C1C=NN(C=C1)C1=CC=CC=C1 (1,4-dihydro-4-imino-1-phenylpyridazine hydrochloride), C(C1=CC=CC=C1)(=O)Cl (benzoyl chloride). Product: Cl.C(C1=CC=CC=C1)(=O)N=C1C=NN(C=C1)C1=CC=CC=C1 (4-benzoylimino-1,4-dihydro-1-phenylpyridazine hydrochloride). Isolated yield 37.0%. RXN SMILES: Cl.[NH:2]=[C:3]1[CH:8]=[CH:7][N:6]([C:9]2[CH:14]=[CH:13][CH:12]=[CH:11][CH:10]=2)[N:5]=[CH:4]1.[C:15]([Cl:23])(=[O:22])[C:16]1[CH:21]=[CH:20][CH:19]=[CH:18][CH:17]=1>>[ClH:23].[C:15]([N:2]=[C:3]1[CH:8]=[CH:7][N:6]([C:9]2[CH:10]=[CH:11][CH:12]=[CH:13][CH:14]=2)[N:5]=[CH:4]1)(=[O:22])[C:16]1[CH:21]=[CH:20][CH:19]=[CH:18][CH:17]=1 |f:0.1,3.4|. Procedure: 6.0 (28.9 millimoles) of 1,4-dihydro-4-imino-1-phenylpyridazine hydrochloride in 50 ml of benzoyl chloride were kept at 120° C. for 10 hours, while stirring. The mixture was cooled and then filtered under suction, and the residue was washed with acetone and recrystallized from isopropanol. 3.3 g (37% of theory) of 4-benzoylimino-1,4-dihydro-1-phenylpyridazine hydrochloride were isolated as pale beige crystals of melting point 225°-226° C. (decomposition).